This data is from the Open Reaction Database (ORD), a public repository of structured organic reaction records. The task is: describe an organic reaction: reactants, conditions, products, and yield The reactants are C12(CC3(CC(CC(C1)C3)C2)O)O (1,3-adamantanediol), C1(=CC=CC=C1O)C (o-cresol), O.C1(=CC=C(C=C1)S(=O)(=O)O)C (p-toluenesulfonic acid monohydrate), C12(CC3(CC(CC(C1)C3)C2)O)O (1,3-adamantanediol), P(O)(O)(O)=O (phosphoric acid), [OH-].[Na+] (sodium hydroxide). Run in C1(=CC=CC=C1)C (toluene). Reaction conditions: temperature 90 celsius. Yields the product OC1=C(C=C(C=C1)C12CC3(CC(CC(C1)C3)C2)C2=CC(=C(C=C2)O)C)C (1,3-bis(4-hydroxy-3-methylphenyl)adamantane). The yield is 80.0%. As a reaction SMILES: [C:1]12(O)[CH2:10][CH:5]3[CH2:6][CH:7]([CH2:9][C:3](O)([CH2:4]3)[CH2:2]1)[CH2:8]2.[C:13]1([CH3:20])[C:18]([OH:19])=[CH:17][CH:16]=[CH:15][CH:14]=1.O.[C:22]1([CH3:32])[CH:27]=[CH:26][C:25](S(O)(=O)=O)=[CH:24][CH:23]=1.P(=O)(O)(O)[OH:34].[OH-].[Na+]>C1(C)C=CC=CC=1>[OH:19][C:18]1[CH:17]=[CH:16][C:15]([C:1]23[CH2:10][CH:5]4[CH2:6][CH:7]([CH2:9][C:3]([C:24]5[CH:25]=[CH:26][C:27]([OH:34])=[C:22]([CH3:32])[CH:23]=5)([CH2:4]4)[CH2:2]2)[CH2:8]3)=[CH:14][C:13]=1[CH3:20] |f:2.3,5.6|. Reported procedure: In a flask having an inside volume of 100 mL, 8.4 g (50 mmol) of 1,3-adamantanediol, 37 g (400 mmol) of o-cresol and 3.8 g (20 mmol) of p-toluenesulfonic acid monohydrate were charged and heated to 90° C. with stirring. The mixture was heated with stirring for 10 hours until the chromatographic peak of 1,3-adamantanediol disappeared. After completion of the reaction, the reaction mixture was added with 40 mL of toluene and 0.1 g of 85% by mass phosphoric acid and, thereafter, neutralized with a ...